From a dataset of the Open Reaction Database (ORD), a public repository of structured organic reaction records. describe an organic reaction: reactants, conditions, products, and yield Reactants: ClC=1C=NC=2N(C1)N=C(C2)C(=O)O (6-chloro-pyrazolo[1,5-a]pyrimidine-2-carboxylic acid), CC1NCCC2=CN=CC=C12 (1-methyl-1,2,3,4-tetrahydro-[2,6]naphthyridine). The product is ClC=1C=NC=2N(C1)N=C(C2)C(=O)N2C(C1=CC=NC=C1CC2)C ((6-Chloro-pyrazolo[1,5-a]pyrimidin-2-yl)-(1-methyl-3,4-dihydro-1H-[2,6]naphthyridin-2-yl)-methanone). As a reaction SMILES: [Cl:1][C:2]1[CH:3]=[N:4][C:5]2[N:6]([N:8]=[C:9]([C:11]([OH:13])=O)[CH:10]=2)[CH:7]=1.[CH3:14][CH:15]1[C:24]2[C:19](=[CH:20][N:21]=[CH:22][CH:23]=2)[CH2:18][CH2:17][NH:16]1>>[Cl:1][C:2]1[CH:3]=[N:4][C:5]2[N:6]([N:8]=[C:9]([C:11]([N:16]3[CH2:17][CH2:18][C:19]4[C:24](=[CH:23][CH:22]=[N:21][CH:20]=4)[CH:15]3[CH3:14])=[O:13])[CH:10]=2)[CH:7]=1. Procedure details: In close analogy to the procedure described in Example 1, 6-chloro-pyrazolo[1,5-a]pyrimidine-2-carboxylic acid is reacted with 1-methyl-1,2,3,4-tetrahydro-[2,6]naphthyridine to provide the title compound in moderate yield. Run in C(Cl)Cl (CH2Cl2). Reaction conditions: temperature -40 celsius, time 1 hour. Starting materials: C(C)[Mg]Br (Ethylmagnesium bromide), OC1=C2CCC(CC2=CC=2C(C3=CC=C(C=C3C(C12)=O)OC)=O)=O (5-HYDROXY-8-METHOXY-3,4-DIHYDRO-1H-NAPHTHACENE-2,6,11-TRIONE), Cl (hydrochloric acid), solution. Reported procedure: Acetylene, purified by passing first through a trap cooled with ice and then through a trap containing concentrated sulfuric acid, is bubbled through 40 ml of anhydrous THF for 1 hour. Ethylmagnesium bromide (40 ml, 1M in THF, 40 mmol) is then added dropwise. After the addition, the solution is evaporated under reduced pressure and the residue is taken up with 80 ml of methylene chloride (CH2Cl2) distilled over P2O5. The ketone prepared in Example 1 (386 mg; 1.2 mmol), dissolved in CH2Cl2 (150 m... Reaction SMILES: [CH2:1]([Mg]Br)[CH3:2].[OH:5][C:6]1[C:23]2[C:22](=[O:24])[C:21]3[C:16](=[CH:17][CH:18]=[C:19]([O:25][CH3:26])[CH:20]=3)[C:15](=[O:27])[C:14]=2[CH:13]=[C:12]2[C:7]=1[CH2:8][CH2:9][C:10](=[O:28])[CH2:11]2.Cl>C(Cl)Cl>[OH:28][C:10]1([C:1]#[CH:2])[CH2:9][CH2:8][C:7]2[C:12](=[CH:13][C:14]3[C:15](=[O:27])[C:16]4[C:21]([C:22](=[O:24])[C:23]=3[C:6]=2[OH:5])=[CH:20][C:19]([O:25][CH3:26])=[CH:18][CH:17]=4)[CH2:11]1. Yields the product OC1(CC2=CC=3C(C4=CC=C(C=C4C(C3C(=C2CC1)O)=O)OC)=O)C#C ((±)-2,5-DIHYDROXY-2-ETHYNYL-8-METHOXY-1,2,3,4-TETRAHYDRONAPHTHACENE-6,11-DIONE). Reactants: FC1=C(C=CC=C1)C1=NN=CC=2N1N=C(C2)OS(=O)(=O)C2=CC=C(C=C2)C (toluene-4-sulfonic acid 7-(2-fluorophenyl)pyrazolo[1,5-d][1,2,4]triazin-2-yl ester), [OH-].[Na+] (NaOH). The solvent is O1CCOCC1 (1,4-dioxane), O (water). Reaction conditions: temperature 60 celsius. The product is FC1=C(C=CC=C1)C1=NN=CC=2N1N=C(C2)O (7-(2-Fluorophenyl)pyrazolo[1,5-d][1,2,4]triazin-2-ol). Isolated yield 83.0%. As a reaction SMILES: [F:1][C:2]1[CH:7]=[CH:6][CH:5]=[CH:4][C:3]=1[C:8]1[N:13]2[N:14]=[C:15]([O:17]S(C3C=CC(C)=CC=3)(=O)=O)[CH:16]=[C:12]2[CH:11]=[N:10][N:9]=1.[OH-].[Na+]>O1CCOCC1.O>[F:1][C:2]1[CH:7]=[CH:6][CH:5]=[CH:4][C:3]=1[C:8]1[N:13]2[N:14]=[C:15]([OH:17])[CH:16]=[C:12]2[CH:11]=[N:10][N:9]=1 |f:1.2|. Procedure details: To a stirred solution of toluene-4-sulfonic acid 7-(2-fluorophenyl)pyrazolo[1,5-d][1,2,4]triazin-2-yl ester (82.0 mg, 0.213 mmol) in 1,4-dioxane (4 ml) and water (0.8 ml) was added aqueous 4 N NaOH solution (0.270 ml, 1.08 mmol). The solution was heated at 60° C. for 3 h, then the solvents were removed in vacuo. The residue was dissolved in water (10 ml) and washed with ethyl acetate (10 ml). The aqueous layer was acidified to pH<3 and extracted with dichloromethane (6×25 ml). The combined organ... Starting materials: ON=C(C(=O)OCC)CC1=CNC2=CC(=CC(=C12)Br)Br (ethyl 2-(hydroxyimino)-3-(4,6-dibromo-3-indolyl)propanoate). Reagents/catalysts: [Zn] (zinc). Solvent: C(C)(=O)O (acetic acid). Run at time 72 hour. Yields the product C(C)OC([C@@H](N)CC1=CNC2=CC(=CC(=C12)Br)Br)=O (4,6-Dibromotryptophan ethyl ester). RXN SMILES: O[N:2]=[C:3]([CH2:9][C:10]1[C:18]2[C:13](=[CH:14][C:15]([Br:20])=[CH:16][C:17]=2[Br:19])[NH:12][CH:11]=1)[C:4]([O:6][CH2:7][CH3:8])=[O:5]>C(O)(=O)C.[Zn]>[CH2:7]([O:6][C:4](=[O:5])[C@H:3]([CH2:9][C:10]1[C:18]2[C:13](=[CH:14][C:15]([Br:20])=[CH:16][C:17]=2[Br:19])[NH:12][CH:11]=1)[NH2:2])[CH3:8]. Procedure: Dissolve ethyl 2-(hydroxyimino)-3-(4,6-dibromo-3-indolyl)propanoate (1.47 g, 3.65 mmol) in acetic acid (200 mL) and add activated zinc dust (1.25 g, 19.2 mmol). Stir at room temperature for 72 hours. Evaporate the acetic acid in vacuo and take up in ethyl acetate (200 mL). Treat with saturated sodium hydrogen carbonate (500 mL). Filter the resulting white precipitate and separate the organic phase. Wash with saturated sodium hydrogen carbonate (100 mL) and brine (100 mL). Dry (MgSO4) and evapora... Starting materials: COC(=O)c1cccc(C(=O)CC(=O)OC(C)(C)C)c1, CI, [H-], [Na+], CN(C)C=O. Product: CCC(=O)c1cccc(C(=O)OC)c1. Reaction SMILES: [CH3:1][O:2][C:3]([c:4]1[cH:5][c:6]([C:10]([CH2:11][C:12]([O:13][C:14]([CH3:15])([CH3:16])[CH3:17])=[O:18])=[O:19])[cH:7][cH:8][cH:9]1)=[O:20].[CH3:21][I:22].[H-:24].[Na+:23].[O:25]=[CH:26][N:27]([CH3:28])[CH3:29]>>[CH3:1][O:2][C:3]([c:4]1[cH:5][c:6]([C:10]([CH2:11][CH3:12])=[O:19])[cH:7][cH:8][cH:9]1)=[O:20].